Dataset: the Open Reaction Database (ORD), a public repository of structured organic reaction records. Task: describe an organic reaction: reactants, conditions, products, and yield The reactants are solution, Cl (hydrogen chloride), O1CCOCC1 (dioxane), C(C)(C)(C)OC(=O)N1CCN(CC1)C(=O)C1=C(C(=C2N1N=CC(=C2)C(=O)O)C2=CC=CC=C2)CC2=C(C(=CC=C2)F)C (7-(4-tert-Butoxycarbonyl-piperazine-1-carbonyl)-6-(3-fluoro-2-methyl-benzyl)-5-phenyl-pyrrolo[1,2-b]pyridazine-3-carboxylic acid), N1=CC=CC2=CC=CC=C12 (quinoline). Reagents/catalysts: [Cu] (copper). Run at temperature 170 celsius, time 8 hour. Product: FC=1C(=C(CC=2C(=C3N(N=CC=C3)C2C(=O)N2CCNCC2)C2=CC=CC=C2)C=CC1)C ([6-(3-Fluoro-2-methyl-benzyl)-5-phenyl-pyrrolo[1,2-b]pyridazin-7-yl]-piperazin-1-yl-methanone). Yield: 37.3%. As a reaction SMILES: C(OC([N:8]1[CH2:13][CH2:12][N:11]([C:14]([C:16]2[N:20]3[N:21]=[CH:22][C:23](C(O)=O)=[CH:24][C:19]3=[C:18]([C:28]3[CH:33]=[CH:32][CH:31]=[CH:30][CH:29]=3)[C:17]=2[CH2:34][C:35]2[CH:40]=[CH:39][CH:38]=[C:37]([F:41])[C:36]=2[CH3:42])=[O:15])[CH2:10][CH2:9]1)=O)(C)(C)C.N1C2C(=CC=CC=2)C=CC=1.Cl.O1CCOCC1>[Cu]>[F:41][C:37]1[C:36]([CH3:42])=[C:35]([CH:40]=[CH:39][CH:38]=1)[CH2:34][C:17]1[C:18]([C:28]2[CH:29]=[CH:30][CH:31]=[CH:32][CH:33]=2)=[C:19]2[CH:24]=[CH:23][CH:22]=[N:21][N:20]2[C:16]=1[C:14]([N:11]1[CH2:12][CH2:13][NH:8][CH2:9][CH2:10]1)=[O:15]. Procedure: A mixture of the compound of example 8, step 11 (0.057 g, 0.10 mmol), copper powder (0.007 g, 0.10 mmol) and quinoline (0.40 ml) was plunged into an oil bath pre-heated at 170° C. for 1.25 h. After cooling to room temperature and evaporation of the volatiles under reduced pressure, the residue was dissolved in EA (10 ml) and the solution washed with water and brine, dried over magnesium sulfate, filtered and concentrated to dryness. The obtained orange oil was purified by chromatography on silic...